This data is from the Open Reaction Database (ORD), a public repository of structured organic reaction records. The task is: describe an organic reaction: reactants, conditions, products, and yield Starting materials: solution, Cl (HCl), CCOC(=O)C (EtOAc), C1(=CC=CC=C1)C1=C(N=C2C(=N1)N1C(C=C2)=NN=C1C1=NC=CN=C1)C1=CC=C(C=C1)C1(CCC1)NC(OC(C)(C)C)=O (tert-Butyl {1-[4-(2-phenyl-9-pyrazin-2-yl[1,2,4]triazolo[4′,3′:1,6]pyrido[2,3-b]pyrazin-3-yl)phenyl]cyclobutyl}carbamate). Run in CO (MeOH), C(Cl)Cl (DCM). Yields the product Cl.C1(=CC=CC=C1)C1=C(N=C2C(=N1)N1C(C=C2)=NN=C1C1=NC=CN=C1)C1=CC=C(C=C1)C1(CCC1)N (1-[4-(2-Phenyl-9-pyrazin-2-yl[1,2,4]triazolo[4′,3′:1,6]pyrido[2,3-b]pyrazin-3-yl)phenyl]cyclobutanamine hydrochloride). Reaction SMILES: [ClH:1].CCOC(C)=O.[C:8]1([C:14]2[N:19]=[C:18]3[N:20]4[C:26]([C:27]5[CH:32]=[N:31][CH:30]=[CH:29][N:28]=5)=[N:25][N:24]=[C:21]4[CH:22]=[CH:23][C:17]3=[N:16][C:15]=2[C:33]2[CH:38]=[CH:37][C:36]([C:39]3([NH:43]C(=O)OC(C)(C)C)[CH2:42][CH2:41][CH2:40]3)=[CH:35][CH:34]=2)[CH:13]=[CH:12][CH:11]=[CH:10][CH:9]=1>CO.C(Cl)Cl>[ClH:1].[C:8]1([C:14]2[N:19]=[C:18]3[N:20]4[C:26]([C:27]5[CH:32]=[N:31][CH:30]=[CH:29][N:28]=5)=[N:25][N:24]=[C:21]4[CH:22]=[CH:23][C:17]3=[N:16][C:15]=2[C:33]2[CH:34]=[CH:35][C:36]([C:39]3([NH2:43])[CH2:42][CH2:41][CH2:40]3)=[CH:37][CH:38]=2)[CH:9]=[CH:10][CH:11]=[CH:12][CH:13]=1 |f:5.6|. Reported procedure: A 4N solution of HCl in EtOAc (10 mL, 40 mmol) was added to stirred solution of tert-butyl{1-[4-(2-phenyl-9-pyrazin-2-yl[1,2,4]triazolo[4′,3′:1,6]pyrido[2,3-b]pyrazin-3-yl)phenyl]cyclobutyl}carbamate (8-7, 0.110 g, 0.193 mmol) in MeOH (2 mL) and DCM (2 mL). After 4 hours the reaction mixture was concentrated in vacuo to give 1-[4-(2-phenyl-9-pyrazin-2-yl[1,2,4]triazolo[4′,3′:1,6]pyrido[2,3-b]pyrazin-3-yl)phenyl]cyclobutanamine hydrochloride (8-8) as an orange/tan solid. HRMS (M+H)+: observed=471...